From a dataset of the Open Reaction Database (ORD), a public repository of structured organic reaction records. describe an organic reaction: reactants, conditions, products, and yield Starting materials: C(C)OC(C(CC1=C(C=C(C(=O)OCC)C=C1)[N+](=O)[O-])=O)=O (Ethyl 4-(3-ethoxy-2,3-dioxopropyl)-3-nitrobenzoate), O (water), CCOC(=O)C (EtOAc). Reagents/catalysts: [Zn] (Zinc). Solvent: C(C)(=O)O (acetic acid). Reaction conditions: temperature 75 celsius. The product is N1C(=CC2=CC=C(C=C12)C(=O)OCC)C(=O)OCC (diethyl 1H-indole-2,6-dicarboxylate). Isolated yield 58.9%. RXN SMILES: [CH2:1]([O:3][C:4](=[O:22])[C:5](=O)[CH2:6][C:7]1[CH:17]=[CH:16][C:10]([C:11]([O:13][CH2:14][CH3:15])=[O:12])=[CH:9][C:8]=1[N+:18]([O-])=O)[CH3:2].O.CCOC(C)=O>C(O)(=O)C.[Zn]>[NH:18]1[C:8]2[C:7](=[CH:17][CH:16]=[C:10]([C:11]([O:13][CH2:14][CH3:15])=[O:12])[CH:9]=2)[CH:6]=[C:5]1[C:4]([O:3][CH2:1][CH3:2])=[O:22]. Procedure details: Ethyl 4-(3-ethoxy-2,3-dioxopropyl)-3-nitrobenzoate (91 g, 0.29 mol) is suspended in 800 mL of acetic acid and it is heated with stirring to 75° C. Once the solid is dissolved, water (600 mL) is added. Zinc dust (189 g, 2.9 mol) is added carefully in small portions and the reaction temperature is kept below 85° C. The mixture is then stirred vigorously for 1 hour after the addition. EtOAc (1500 mL) is added and the mixture was filtered through Celite. The solid is washed with more EtOAc (1500 mL)... Reactants: C1CCOC1, Cc1nnc(C(=O)[O-])o1, CCOC(C)=O, CC#N, CCN(C(C)C)C(C)C, [Cl-], O=C(Cl)C(=O)Cl, COc1cccc(C(Oc2ccc3c(cnn3-c3ccc(F)cc3)c2)C(C)N)c1, [K+], N. Yields the product COc1cccc(C(Oc2ccc3c(cnn3-c3ccc(F)cc3)c2)C(C)NC(=O)c2nnc(C)o2)c1. RXN SMILES: [CH2:57]1[O:58][CH2:59][CH2:60][CH2:61]1.[CH3:1][c:2]1[n:3][n:4][c:5]([C:7](=[O:8])[O-:9])[o:6]1.[CH3:62][CH2:63][O:64][C:65]([CH3:66])=[O:67].[CH3:68][C:69]#[N:70].[CH:46]([N:47]([CH2:48][CH3:49])[CH:50]([CH3:51])[CH3:52])([CH3:53])[CH3:54].[Cl-:55].[Cl:11][C:12]([C:13]([Cl:14])=[O:15])=[O:16].[F:17][c:18]1[cH:19][cH:20][c:21](-[n:24]2[n:25][cH:26][c:27]3[cH:28][c:29]([O:33][CH:34]([CH:35]([CH3:36])[NH2:37])[c:38]4[cH:39][c:40]([O:44][CH3:45])[cH:41][cH:42][cH:43]4)[cH:30][cH:31][c:32]23)[cH:22][cH:23]1.[K+:10].[NH3:56]>>[CH3:1][c:2]1[n:3][n:4][c:5]([C:7](=[O:9])[NH:37][CH:35]([CH:34]([O:33][c:29]2[cH:28][c:27]3[cH:26][n:25][n:24](-[c:21]4[cH:20][cH:19][c:18]([F:17])[cH:23][cH:22]4)[c:32]3[cH:31][cH:30]2)[c:38]2[cH:39][c:40]([O:44][CH3:45])[cH:41][cH:42][cH:43]2)[CH3:36])[o:6]1. Reactants: CCOC(=O)Cc1ccc2c(c1)C1(CCN(C(=O)OC(C)(C)C)CC1)CN2c1ncnc2c1C(C)CC2, C1CCOC1, O. Product: CC1CCc2ncnc(N3CC4(CCN(C(=O)OC(C)(C)C)CC4)c4cc(CC(=O)O)ccc43)c21. As a reaction SMILES: [CH2:1]([CH3:2])[O:3][C:4]([CH2:5][c:6]1[cH:7][c:8]2[c:12]([cH:13][cH:14]1)[N:11]([c:15]1[c:16]3[c:17]([n:18][cH:19][n:20]1)[CH2:21][CH2:22][CH:23]3[CH3:24])[CH2:10][C:9]21[CH2:25][CH2:26][N:27]([C:30](=[O:31])[O:32][C:33]([CH3:34])([CH3:35])[CH3:36])[CH2:28][CH2:29]1)=[O:37].[CH2:38]1[O:39][CH2:40][CH2:41][CH2:42]1.[OH2:43]>>[O:3]=[C:4]([CH2:5][c:6]1[cH:7][c:8]2[c:12]([cH:13][cH:14]1)[N:11]([c:15]1[c:16]3[c:17]([n:18][cH:19][n:20]1)[CH2:21][CH2:22][CH:23]3[CH3:24])[CH2:10][C:9]21[CH2:25][CH2:26][N:27]([C:30](=[O:31])[O:32][C:33]([CH3:34])([CH3:35])[CH3:36])[CH2:28][CH2:29]1)[OH:37]. Starting materials: O=C([O-])[O-], CC1(N2CCC(N3C(=O)NC4CCCCC43)CC2)CCNCC1, CC#CCOC(=O)Cl, ClCCl, [K+], [K+], O. Yields the product CC#CCOC(=O)N1CCC(C)(N2CCC(N3C(=O)NC4CCCCC43)CC2)CC1. As a reaction SMILES: [C:24](=[O:25])([O-:26])[O-:27].[CH3:1][C:2]1([N:8]2[CH2:9][CH2:10][CH:11]([N:14]3[C:15](=[O:23])[NH:16][CH:17]4[CH:18]3[CH2:19][CH2:20][CH2:21][CH2:22]4)[CH2:12][CH2:13]2)[CH2:3][CH2:4][NH:5][CH2:6][CH2:7]1.[Cl:30][C:31](=[O:32])[O:33][CH2:34][C:35]#[C:36][CH3:37].[Cl:39][CH2:40][Cl:41].[K+:28].[K+:29].[OH2:38]>>[CH3:1][C:2]1([N:8]2[CH2:9][CH2:10][CH:11]([N:14]3[C:15](=[O:23])[NH:16][CH:17]4[CH:18]3[CH2:19][CH2:20][CH2:21][CH2:22]4)[CH2:12][CH2:13]2)[CH2:3][CH2:4][N:5]([C:31](=[O:32])[O:33][CH2:34][C:35]#[C:36][CH3:37])[CH2:6][CH2:7]1. Starting materials: CC(C)(C)OC(=O)N1CCCC1COc1ccc(Oc2ccc(C(F)(F)F)cc2)cc1, Cl, C1COCCO1. The product is Cl, FC(F)(F)c1ccc(Oc2ccc(OCC3CCCN3)cc2)cc1. Reaction SMILES: [C:1]([O:2][C:3](=[O:4])[N:8]1[CH:9]([CH2:13][O:14][c:15]2[cH:16][cH:17][c:18]([O:21][c:22]3[cH:23][cH:24][c:25]([C:28]([F:29])([F:30])[F:31])[cH:26][cH:27]3)[cH:19][cH:20]2)[CH2:10][CH2:11][CH2:12]1)([CH3:5])([CH3:6])[CH3:7].[ClH:32].[O:33]1[CH2:34][CH2:35][O:36][CH2:37][CH2:38]1>>[ClH:32].[NH:8]1[CH:9]([CH2:13][O:14][c:15]2[cH:16][cH:17][c:18]([O:21][c:22]3[cH:23][cH:24][c:25]([C:28]([F:29])([F:30])[F:31])[cH:26][cH:27]3)[cH:19][cH:20]2)[CH2:10][CH2:11][CH2:12]1. Starting materials: COc1ccc(-c2c(C)cc3c(Br)cc(C)nn23)c(C)c1, O=C([O-])[O-], CCC(C)N, [Cs+], [Cs+], C1COCCO1, O=C(C=Cc1ccccc1)C=Cc1ccccc1, O=C(C=Cc1ccccc1)C=Cc1ccccc1, O=C(C=Cc1ccccc1)C=Cc1ccccc1, [Pd], [Pd]. Product: CCC(C)Nc1cc(C)nn2c(-c3ccc(OC)cc3C)c(C)cc12. RXN SMILES: [Br:1][c:2]1[c:3]2[n:4]([n:5][c:6]([CH3:8])[cH:7]1)[c:9](-[c:13]1[c:14]([CH3:21])[cH:15][c:16]([O:19][CH3:20])[cH:17][cH:18]1)[c:10]([CH3:12])[cH:11]2.[C:27](=[O:28])([O-:29])[O-:30].[CH:22]([CH3:23])([CH2:24][CH3:25])[NH2:26].[Cs+:31].[Cs+:32].[O:33]1[CH2:34][CH2:35][O:36][CH2:37][CH2:38]1.[O:41]=[C:42]([CH:43]=[CH:44][c:45]1[cH:46][cH:47][cH:48][cH:49][cH:50]1)[CH:51]=[CH:52][c:53]1[cH:54][cH:55][cH:56][cH:57][cH:58]1.[O:59]=[C:60]([CH:61]=[CH:62][c:63]1[cH:64][cH:65][cH:66][cH:67][cH:68]1)[CH:69]=[CH:70][c:71]1[cH:72][cH:73][cH:74][cH:75][cH:76]1.[O:77]=[C:78]([CH:79]=[CH:80][c:81]1[cH:82][cH:83][cH:84][cH:85][cH:86]1)[CH:87]=[CH:88][c:89]1[cH:90][cH:91][cH:92][cH:93][cH:94]1.[Pd:39].[Pd:40]>>[c:2]1([NH:26][CH:22]([CH3:23])[CH2:24][CH3:25])[c:3]2[n:4]([n:5][c:6]([CH3:8])[cH:7]1)[c:9](-[c:13]1[c:14]([CH3:21])[cH:15][c:16]([O:19][CH3:20])[cH:17][cH:18]1)[c:10]([CH3:12])[cH:11]2.